Task: describe an organic reaction: reactants, conditions, products, and yield. Dataset: the Open Reaction Database (ORD), a public repository of structured organic reaction records Starting materials: Cl (hydrochloric acid), FC(C1=CC=C(C=C1)C=1OC=CC1)(F)F (2-(4-trifluoromethylphenyl)furan), C(CCC)[Li] (n-butyl lithium), BrC1=C(C(=O)OCC)C=CC=C1 (ethyl 2-bromobenzoate), tetrakis (triphenylphosphine)palladium. The reagents and catalysts are [Cl-].[Zn+2].[Cl-] (zinc chloride). Run in O1CCCC1 (tetrahydrofuran), O1CCCC1 (tetrahydrofuran). Reaction conditions: time 1 hour. The product is FC(C1=CC=C(C=C1)C1=CC=C(O1)C1=C(C(=O)OCC)C=CC=C1)(F)F (ethyl 2-[5-(4-trifluoromethylphenyl)-2-furyl]benzoate). The yield is 47.0%. RXN SMILES: [F:1][C:2]([F:15])([F:14])[C:3]1[CH:8]=[CH:7][C:6]([C:9]2[O:10][CH:11]=[CH:12][CH:13]=2)=[CH:5][CH:4]=1.C([Li])CCC.Br[C:22]1[CH:32]=[CH:31][CH:30]=[CH:29][C:23]=1[C:24]([O:26][CH2:27][CH3:28])=[O:25].Cl>O1CCCC1.[Cl-].[Zn+2].[Cl-]>[F:15][C:2]([F:1])([F:14])[C:3]1[CH:4]=[CH:5][C:6]([C:9]2[O:10][C:11]([C:29]3[CH:30]=[CH:31][CH:32]=[CH:22][C:23]=3[C:24]([O:26][CH2:27][CH3:28])=[O:25])=[CH:12][CH:13]=2)=[CH:7][CH:8]=1 |f:5.6.7|. Procedure details: To a solution (25 ml) of 2-(4-trifluoromethylphenyl)furan (3.18 g) in tetrahydrofuran was added dropwise n-butyl lithium (1.6 M solution in hexane, 10.0 ml) under an argon atmosphere at −78° C. This mixed solution was heated to room temperature, and a solution (30 ml) of zinc chloride (2.25 g) in tetrahydrofuran was added. This mixture was stirred for 1 hr., and then ethyl 2-bromobenzoate (2.38 ml) and tetrakis (triphenylphosphine)palladium (0.433 g) were added. This mixture was stirred overnigh...